From a dataset of the Open Reaction Database (ORD), a public repository of structured organic reaction records. describe an organic reaction: reactants, conditions, products, and yield Reactants: CN(C)[S+](N(C)C)N(C)C, C[Si-](C)(C)(F)F, CC#N, O=C(C(F)(F)F)C(F)(F)F. The product is CN(C)[S+](N(C)C)N(C)C, [O-]C(F)(C(F)(F)F)C(F)(F)F. RXN SMILES: [CH3:11][N:12]([S+:13]([N:14]([CH3:15])[CH3:16])[N:17]([CH3:18])[CH3:19])[CH3:20].[CH3:21][Si-:22]([CH3:23])([F:24])([F:25])[CH3:26].[CH3:27][C:28]#[N:29].[F:1][C:2]([F:3])([F:4])[C:5](=[O:6])[C:7]([F:8])([F:9])[F:10]>>[CH3:11][N:12]([S+:13]([N:14]([CH3:15])[CH3:16])[N:17]([CH3:18])[CH3:19])[CH3:20].[F:1][C:2]([F:3])([F:4])[C:5]([O-:6])([C:7]([F:8])([F:9])[F:10])[F:24]. Starting materials: O=C([O-])O, CO, Cl, O=[N+]([O-])c1cc(C(F)F)ccc1F, [Fe], [Na+], O. Product: Nc1cc(C(F)F)ccc1F. Reaction SMILES: [C:15](=[O:16])([OH:17])[O-:18].[CH3:20][OH:21].[ClH:14].[F:1][CH:2]([c:3]1[cH:4][c:5]([N+:10]([O-:11])=[O:12])[c:6]([F:9])[cH:7][cH:8]1)[F:13].[Fe:23].[Na+:19].[OH2:22]>>[F:1][CH:2]([c:3]1[cH:4][c:5]([NH2:10])[c:6]([F:9])[cH:7][cH:8]1)[F:13]. Reactants: Cl, O=N[O-], Nc1ccc2c(c1)C(=O)CC2, [Na+]. Product: NNc1ccc2c(c1)C(=O)CC2. Reaction SMILES: [ClH:16].[N:12]([O-:13])=[O:14].[NH2:1][c:2]1[cH:3][cH:4][c:5]2[c:9]([cH:10]1)[C:8](=[O:11])[CH2:7][CH2:6]2.[Na+:15]>>[NH:1]([c:2]1[cH:3][cH:4][c:5]2[c:9]([cH:10]1)[C:8](=[O:11])[CH2:7][CH2:6]2)[NH2:12].